From a dataset of the Open Reaction Database (ORD), a public repository of structured organic reaction records. describe an organic reaction: reactants, conditions, products, and yield Starting materials: CI, [H-], [Na+], CCOC(=O)N1CCC2C(C1)c1cccc3c1N2C(=O)CN3C(=O)OCC, CN(C)C=O, O. The product is CCOC(=O)N1CCC2C(C1)c1cccc3c1N2C(=O)C(C)N3C(=O)OCC. RXN SMILES: [CH3:30][I:31].[H-:29].[Na+:28].[O:1]=[C:2]1[CH2:3][N:4]([C:23](=[O:24])[O:25][CH2:26][CH3:27])[c:5]2[cH:6][cH:7][cH:8][c:9]3[c:10]2[N:11]1[CH:12]1[CH:13]3[CH2:14][N:15]([C:18](=[O:19])[O:20][CH2:21][CH3:22])[CH2:16][CH2:17]1.[O:32]=[CH:33][N:34]([CH3:35])[CH3:36].[OH2:37]>>[O:1]=[C:2]1[CH:3]([CH3:30])[N:4]([C:23](=[O:24])[O:25][CH2:26][CH3:27])[c:5]2[cH:6][cH:7][cH:8][c:9]3[c:10]2[N:11]1[CH:12]1[CH:13]3[CH2:14][N:15]([C:18](=[O:19])[O:20][CH2:21][CH3:22])[CH2:16][CH2:17]1. Starting materials: C1(=CC=CC=C1)C(C(=O)Cl)C1=CC=CC=C1 (diphenylacetyl chloride), NCCCN1CCC(CC1)C=1C=C(C=CC1F)NC(CCC)=O (N-{3-[1-(3-aminopropyl)-4-piperidinyl]-4-fluorophenyl}butanamide). Yields the product C1(=CC=CC=C1)C(C(=O)NCCCN1CCC(CC1)C=1C=C(C=CC1F)NC(CCC)=O)C1=CC=CC=C1 (N-[3-(1-{3-[(DIPHENYLACETYL)AMINO]PROPYL}-4-PIPERIDINYL)-4-FLUOROPHENYL]BUTANAMIDE). Reaction SMILES: [C:1]1([CH:7]([C:11]2[CH:16]=[CH:15][CH:14]=[CH:13][CH:12]=2)[C:8](Cl)=[O:9])[CH:6]=[CH:5][CH:4]=[CH:3][CH:2]=1.[NH2:17][CH2:18][CH2:19][CH2:20][N:21]1[CH2:26][CH2:25][CH:24]([C:27]2[CH:28]=[C:29]([NH:34][C:35](=[O:39])[CH2:36][CH2:37][CH3:38])[CH:30]=[CH:31][C:32]=2[F:33])[CH2:23][CH2:22]1>>[C:1]1([CH:7]([C:11]2[CH:16]=[CH:15][CH:14]=[CH:13][CH:12]=2)[C:8]([NH:17][CH2:18][CH2:19][CH2:20][N:21]2[CH2:26][CH2:25][CH:24]([C:27]3[CH:28]=[C:29]([NH:34][C:35](=[O:39])[CH2:36][CH2:37][CH3:38])[CH:30]=[CH:31][C:32]=3[F:33])[CH2:23][CH2:22]2)=[O:9])[CH:6]=[CH:5][CH:4]=[CH:3][CH:2]=1. Procedure details: Example 25 was prepared from diphenylacetyl chloride and N-{3-[1-(3-aminopropyl)-4-piperidinyl]-4-fluorophenyl}butanamide according to the procedures described in Scheme 8: 1H NMR (400 MHz, CDCl3) δ 7.71 (s, 1H), 7.39 (dd, 1H, J=2.8, 6.8 Hz), 7.33–7.21 (m, 11H), 7.00 (t, 1H, J=5.6 Hz), 6.92 (t, 1H, J=9.2 Hz), 4.89 (s, 1H), 3.38 (dd, 2H, J=6.4, 12.0 Hz), 2.91–2.88 (m, 2H), 2.74 (m, 1H), 2.36 (t, 2H, J=6.4 Hz), 2.29 (t, 2H, J=7.6 Hz), 1.97 (dt, 2H, J=2.4, 11.6 Hz), 1.77–1.62 (m, 8H), 0.97 (t, 3H, ... Starting materials: COC1=CC=C(C(C2=CC=C(C=C2)OC)Cl)C=C1 (4,4'-dimethoxybenzhydryl chloride), [OH-].[Na+] (NaOH), [H-].[Na+] (sodium hydride), C(CC)C=1NC2=CC=C(C=C2C(N1)=O)[N+](=O)[O-] (2-Propyl-6-Nitro-Quinazolin-4(1H)-One), [H][H] (hydrogen). Solvent: CN(C)C=O (DMF), CN(C)C=O (DMF), CN(C)C=O (DMF). The product is COC1=CC=C(C(C2=CC=C(C=C2)OC)N2C(=NC3=CC=C(C=C3C2=O)[N+](=O)[O-])CCC)C=C1 (3-(4,4'-Dimethoxybenzhydryl)-2-Propyl-6-Nitroquinazolin-4 (3 H)-One). Isolated yield 82.3%. Reaction SMILES: [H-].[Na+].[CH2:3]([C:6]1[NH:7][C:8]2[C:13]([C:14](=[O:16])[N:15]=1)=[CH:12][C:11]([N+:17]([O-:19])=[O:18])=[CH:10][CH:9]=2)[CH2:4][CH3:5].[H][H].[CH3:22][O:23][C:24]1[CH:39]=[CH:38][C:27]([CH:28](Cl)[C:29]2[CH:34]=[CH:33][C:32]([O:35][CH3:36])=[CH:31][CH:30]=2)=[CH:26][CH:25]=1.[OH-].[Na+]>CN(C=O)C>[CH3:36][O:35][C:32]1[CH:31]=[CH:30][C:29]([CH:28]([N:15]2[C:14](=[O:16])[C:13]3[C:8](=[CH:9][CH:10]=[C:11]([N+:17]([O-:19])=[O:18])[CH:12]=3)[N:7]=[C:6]2[CH2:3][CH2:4][CH3:5])[C:27]2[CH:38]=[CH:39][C:24]([O:23][CH3:22])=[CH:25][CH:26]=2)=[CH:34][CH:33]=1 |f:0.1,5.6|. Procedure: To a suspension of 1.01 g (33.7 mmol) of 80% sodium hydride in 20 mL of dry DMF was added at 0° C. 7.5 g (32 mmol) of the product of Step A as a solid. The reaction mixture was diluted with a further 50 mL of DMF to assist stirring. After hydrogen evolution was complete, a solution of 8.8 g (33.7 mmol) of 4,4'-dimethoxybenzhydryl chloride in 20 mL of dry DMF was added dropwise. The reaction mixture was stirred overnight and then poured into 300 mL of 0.1N NaOH. The precipitate was collected by f...